This data is from the Open Reaction Database (ORD), a public repository of structured organic reaction records. The task is: describe an organic reaction: reactants, conditions, products, and yield Reactants: SC1=CC=C(C=C1)CO ((4-mercaptophenyl)methanol), BrC=1C=NC=C(C#N)C1 (5-bromonicotinonitrile). Yields the product OCC1=CC=C(C=C1)SC=1C=NC=C(C#N)C1 (5-(4-(hydroxymethyl)phenylthio)nicotinonitrile). Isolated yield 49.5%. Reaction SMILES: [SH:1][C:2]1[CH:7]=[CH:6][C:5]([CH2:8][OH:9])=[CH:4][CH:3]=1.Br[C:11]1[CH:12]=[N:13][CH:14]=[C:15]([CH:18]=1)[C:16]#[N:17]>>[OH:9][CH2:8][C:5]1[CH:6]=[CH:7][C:2]([S:1][C:11]2[CH:12]=[N:13][CH:14]=[C:15]([CH:18]=2)[C:16]#[N:17])=[CH:3][CH:4]=1. Procedure details: Using the method of Preparation 153 using (4-mercaptophenyl)methanol (4.42 g, 31.5 mmol) and 5-bromonicotinonitrile (5.49 g, 30.0 mmol) affords the title compound (3.60 g, 50%): 1H NMR (CDCl3) δ 1.92 (t, J=5.9 Hz, 1H), 4.77 (d, J=5.9 Hz, 2H), 7.48 (q, J=8.2 Hz, 4H), 7.58 (t, J=2.0 Hz, 1H), 8.61 (dd, J=2.0, 3.1 Hz, 2H). Reactants: C(C1=CC=CC=C1)OCCC1(CCC2(OCCO2)CC1)C#N (8-(2-(benzyloxy)ethyl)-1,4-dioxaspiro[4.5]decane-8-carbonitrile). The reagents and catalysts are [C].[Pd] (palladium-carbon). Solvent: C(C)O (ethanol). Reaction conditions: temperature 42.5 celsius, time 30 minute. Product: OCCC1(CCC2(OCCO2)CC1)C#N (8-(2-hydroxyethyl)-1,4-dioxaspiro[4.5]decane-8-carbonitrile). Reaction SMILES: C([O:8][CH2:9][CH2:10][C:11]1([C:21]#[N:22])[CH2:20][CH2:19][C:14]2([O:18][CH2:17][CH2:16][O:15]2)[CH2:13][CH2:12]1)C1C=CC=CC=1>[C].[Pd].C(O)C>[OH:8][CH2:9][CH2:10][C:11]1([C:21]#[N:22])[CH2:20][CH2:19][C:14]2([O:18][CH2:17][CH2:16][O:15]2)[CH2:13][CH2:12]1 |f:1.2|. Procedure: To 10 mL of an ethanol solution containing 1.0 g of 8-(2-(benzyloxy)ethyl)-1,4-dioxaspiro[4.5]decane-8-carbonitrile, 0.50 g of 10% palladium-carbon was added at room temperature, and the mixture was stirred at 40 to 45° C. for 1 hour and 30 minutes under a hydrogen atmosphere. The insoluble material filtered off, and the solvent was removed under reduced pressure to obtained 0.80 g of a colorless oily substance, 8-(2-hydroxyethyl)-1,4-dioxaspiro[4.5]decane-8-carbonitrile. Starting materials: O=S(=O)(O)Cl, CCOC(=O)Nc1ccccc1. Yields the product CCOC(=O)Nc1ccc(S(=O)(=O)Cl)cc1. RXN SMILES: [Cl:13][S:14](=[O:15])(=[O:16])[OH:17].[c:1]1([NH:7][C:8](=[O:9])[O:10][CH2:11][CH3:12])[cH:2][cH:3][cH:4][cH:5][cH:6]1>>[c:1]1([NH:7][C:8](=[O:9])[O:10][CH2:11][CH3:12])[cH:2][cH:3][c:4]([S:14]([Cl:13])(=[O:15])=[O:16])[cH:5][cH:6]1. The reactants are FC(C1=CC=C(C=C1)S(=O)(=O)N1C2CC(CC1C1=C2C=CC=C1)=O)(F)F (10-{[4-(Trifluoromethyl)phenyl]sulfonyl}-5,6,8,9-tetrahydro-7H-5,9-epiminobenzo[7]annulen-7-one), CC(C)(C)OC(N(C)C)N(C)C (Bredereck's reagent). Run at time 30 minute. The product is CN(C)C=C1C2C3=C(C(CC1=O)N2S(=O)(=O)C2=CC=C(C=C2)C(F)(F)F)C=CC=C3 (6-[(Dimethylamino)methylidene]-10-{[4-(trifluoromethyl)phenyl]sulfonyl}-5,6,8,9-tetrahydro-7H-5,9-epiminobenzo[7]annulen-7-one). Reaction SMILES: [F:1][C:2]([F:26])([F:25])[C:3]1[CH:8]=[CH:7][C:6]([S:9]([N:12]2[CH:17]3[C:18]4[CH:23]=[CH:22][CH:21]=[CH:20][C:19]=4[CH:13]2[CH2:14][C:15](=[O:24])[CH2:16]3)(=[O:11])=[O:10])=[CH:5][CH:4]=1.CC(O[CH:32](N(C)C)[N:33]([CH3:35])[CH3:34])(C)C>>[CH3:32][N:33]([CH:35]=[C:14]1[C:15](=[O:24])[CH2:16][CH:17]2[N:12]([S:9]([C:6]3[CH:7]=[CH:8][C:3]([C:2]([F:1])([F:25])[F:26])=[CH:4][CH:5]=3)(=[O:10])=[O:11])[CH:13]1[C:19]1[CH:20]=[CH:21][CH:22]=[CH:23][C:18]=12)[CH3:34]. Reported procedure: Compound 16 (15 mg, 0.04 mmol) was mixed with 0.3 mL of Bredereck's reagent and the mixture was stirred at room temperature for 30 min. The reaction was quenched with water (1 mL) and extracted with EtOAc. After evaporation of the solvent, the crude product was obtained as a yellow oil and used without further purification. The reactants are Cl.NCC=1C=C(C=CC1)NCCCN(C)C (N-(3-aminomethyl-phenyl)-N′,N′-dimethyl-propane-1,3-diamine hydrochloride), BrC=1C=C2C(=NNC(C2=CC1)=O)Cl (6-bromo-4-chloro-2H-phthalazin-1-one), C=1C=CC(=CC1)P(C=2C=CC=CC2)C3=CC=C4C=CC=CC4=C3C5=C6C=CC=CC6=CC=C5P(C=7C=CC=CC7)C=8C=CC=CC8 (rac-BINAP), CC(C)(C)[O-].[Na+] (NaOtBu). The reagents and catalysts are C=1C=CC(=CC1)/C=C/C(=O)/C=C/C2=CC=CC=C2.C=1C=CC(=CC1)/C=C/C(=O)/C=C/C2=CC=CC=C2.C=1C=CC(=CC1)/C=C/C(=O)/C=C/C2=CC=CC=C2.[Pd].[Pd] (Pd2(dba)3). Solvent: CC(=O)N(C)C (DMA). Conditions: temperature 85 celsius. The product is ClC1=NNC(C2=CC=C(C=C12)NCC1=CC(=CC=C1)NCCCN(C)C)=O (4-chloro-6-[3-(3-dimethylamino-propylamino)-benzylamino]-2H-phthalazin-1-one). The yield is 17.3%. RXN SMILES: Cl.[NH2:2][CH2:3][C:4]1[CH:5]=[C:6]([NH:10][CH2:11][CH2:12][CH2:13][N:14]([CH3:16])[CH3:15])[CH:7]=[CH:8][CH:9]=1.Br[C:18]1[CH:19]=[C:20]2[C:25](=[CH:26][CH:27]=1)[C:24](=[O:28])[NH:23][N:22]=[C:21]2[Cl:29].C1C=CC(P(C2C(C3C(P(C4C=CC=CC=4)C4C=CC=CC=4)=CC=C4C=3C=CC=C4)=C3C(C=CC=C3)=CC=2)C2C=CC=CC=2)=CC=1.CC([O-])(C)C.[Na+]>C1C=CC(/C=C/C(/C=C/C2C=CC=CC=2)=O)=CC=1.C1C=CC(/C=C/C(/C=C/C2C=CC=CC=2)=O)=CC=1.C1C=CC(/C=C/C(/C=C/C2C=CC=CC=2)=O)=CC=1.[Pd].[Pd].CC(N(C)C)=O>[Cl:29][C:21]1[C:20]2[C:25](=[CH:26][CH:27]=[C:18]([NH:2][CH2:3][C:4]3[CH:9]=[CH:8][CH:7]=[C:6]([NH:10][CH2:11][CH2:12][CH2:13][N:14]([CH3:15])[CH3:16])[CH:5]=3)[CH:19]=2)[C:24](=[O:28])[NH:23][N:22]=1 |f:0.1,4.5,6.7.8.9.10|. Reported procedure: A mixture of N-(3-aminomethyl-phenyl)-N′,N′-dimethyl-propane-1,3-diamine hydrochloride (65 mg, 0.267 mmol), 6-bromo-4-chloro-2H-phthalazin-1-one (66 mg, 0.254), Pd2(dba)3 (31 mg, 0.0339 mmol), rac-BINAP (57 mg, 0.0915 mmol), NaOtBu (88 mg, 0.916 mmol) and DMA (5 mL) was heated to 85° C. until the reaction was completed by HPLC. The reaction was filtered through celite and purified by preparatory HPLC to yield 4-chloro-6-[3-(3-dimethylamino-propylamino)-benzylamino]-2H-phthalazin-1-one hydroforma... Reactants: CC(=O)Nc1cc(C(=O)O)ccc1[N+](=O)[O-], CCCCCS(N)(=O)=O, CN(C)C=O. Product: CCCCCS(=O)(=O)NC(=O)c1ccc([N+](=O)[O-])c(NC(C)=O)c1. Reaction SMILES: [C:1]([CH3:2])(=[O:3])[NH:4][c:5]1[cH:6][c:7]([C:8](=[O:9])[OH:10])[cH:11][cH:12][c:13]1[N+:14](=[O:15])[O-:16].[CH2:17]([CH2:18][CH2:19][CH2:20][CH3:21])[S:22](=[O:23])(=[O:24])[NH2:25].[CH3:26][N:27]([CH3:28])[CH:29]=[O:30]>>[C:1]([CH3:2])(=[O:3])[NH:4][c:5]1[cH:6][c:7]([C:8](=[O:10])[NH:25][S:22]([CH2:17][CH2:18][CH2:19][CH2:20][CH3:21])(=[O:23])=[O:24])[cH:11][cH:12][c:13]1[N+:14](=[O:15])[O-:16].